From a dataset of the Open Reaction Database (ORD), a public repository of structured organic reaction records. describe an organic reaction: reactants, conditions, products, and yield Starting materials: C1CC2CC1CC2=O (norcamphor), O1CCCC1 (tetrahydrofuran), O1CCCC1 (tetrahydrofuran), O (water). Run at temperature 25 celsius, time 18 hour. Product: C(#C)C1(C2CCC(C1)C2)O (2-Ethynylbicyclo[2.2.1]heptan-2-ol). RXN SMILES: [CH2:1]1[CH:5]2[CH2:6][C:7](=[O:8])[CH:3]([CH2:4]2)[CH2:2]1.O.O1CC[CH2:12][CH2:11]1>>[C:11]([C:7]1([OH:8])[CH2:6][CH:5]2[CH2:4][CH:3]1[CH2:2][CH2:1]2)#[CH:12]. Reported procedure: 500 mg of norcamphor was dissolved in 6 ml of tetrahydrofuran and the solution was added dropwise in a suspension of 543 mg of lithium acetylide-ethylenediamine complex in tetrahydrofuran at room temperature, and the resulting reaction mixture was stirred for 18 hours. After water was added to the resulting reaction mixture, it was evaporated while maintaining the temperature of the water bath at 25° C. The residue was extracted with ethyl acetate twice. The resulting organic layer was washed wi...